Dataset: the Open Reaction Database (ORD), a public repository of structured organic reaction records. Task: describe an organic reaction: reactants, conditions, products, and yield Reactants: C1CNCCN1, CCCCCO, ClCCN1CCCCC1, [Na+], [Na+], O=C([O-])[O-]. The product is C1CCN(CCN2CCNCC2)CC1. Reaction SMILES: [CH2:1]1[CH2:2][NH:3][CH2:4][CH2:5][NH:6]1.[CH2:22]([OH:23])[CH2:24][CH2:25][CH2:26][CH3:27].[Cl:13][CH2:14][CH2:15][N:16]1[CH2:17][CH2:18][CH2:19][CH2:20][CH2:21]1.[Na+:7].[Na+:8].[O-:9][C:10](=[O:11])[O-:12]>>[CH2:1]1[CH2:2][N:3]([CH2:14][CH2:15][N:16]2[CH2:17][CH2:18][CH2:19][CH2:20][CH2:21]2)[CH2:4][CH2:5][NH:6]1.